This data is from the Open Reaction Database (ORD), a public repository of structured organic reaction records. The task is: describe an organic reaction: reactants, conditions, products, and yield The reactants are C(#N)C1=CC=CC=2C(COC21)CN2CCN(CC2)C(=O)OC(C)(C)C (tert-butyl 4-[(7-cyano-2,3-dihydro-1-benzofuran-3-yl)methyl]piperazine-1-carboxylate), Cl.O1CCOCC1 (HCl dioxane). Conditions: time 3 hour. Product: Cl.N1(CCNCC1)CC1COC2=C1C=CC=C2C#N (3-(piperazin-1-ylmethyl)-2,3-dihydro-1-benzofuran-7-carbonitrile hydrochloride). RXN SMILES: [C:1]([C:3]1[C:11]2[O:10][CH2:9][CH:8]([CH2:12][N:13]3[CH2:18][CH2:17][N:16](C(OC(C)(C)C)=O)[CH2:15][CH2:14]3)[C:7]=2[CH:6]=[CH:5][CH:4]=1)#[N:2].[ClH:26].O1CCOCC1>>[ClH:26].[N:13]1([CH2:12][CH:8]2[C:7]3[CH:6]=[CH:5][CH:4]=[C:3]([C:1]#[N:2])[C:11]=3[O:10][CH2:9]2)[CH2:18][CH2:17][NH:16][CH2:15][CH2:14]1 |f:1.2,3.4|. Procedure details: Compound tert-butyl 4-[(7-cyano-2,3-dihydro-1-benzofuran-3-yl)methyl]piperazine-1-carboxylate (76 mg, 0.22 mmol) was added HCl/dioxane (4 N) and the resulting mixture was stirred at room temperature for 3 hours, and then the solvents were removed under vacuum to give the crude 3-(piperazin-1-ylmethyl)-2,3-dihydro-1-benzofuran-7-carbonitrile hydrochloride. Reactants: O1C[C@H]1CCCCCC ((R)-1,2-epoxyoctane), C(CCC)C1=CC=C(C=C1)CC(=O)O (4-Butylphenylacetic acid), [Li+].CC(C)[N-]C(C)C (LDA). Solvent: C1CCOC1 (THF), ice water, C1CCOC1 (THF), O1CCCC1 (tetrahydrofuran). Conditions: temperature -60 celsius, time 30 minute. The product is C(CCC)C1=CC=C(C=C1)[C@H]1C(=O)O[C@@H](C1)CCCCCC ((αS,γR)-α-(4-butylphenyl)-γ-hexyl-γ-butyrolactone). The yield is 10.2%. RXN SMILES: [CH2:1]([C:5]1[CH:10]=[CH:9][C:8]([CH2:11][C:12]([OH:14])=[O:13])=[CH:7][CH:6]=1)[CH2:2][CH2:3][CH3:4].[Li+].CC([N-]C(C)C)C.O1[C@H:25]([CH2:26][CH2:27][CH2:28][CH2:29][CH2:30][CH3:31])[CH2:24]1>C1COCC1>[CH2:1]([C:5]1[CH:6]=[CH:7][C:8]([C@@H:11]2[CH2:24][C@@H:25]([CH2:26][CH2:27][CH2:28][CH2:29][CH2:30][CH3:31])[O:14][C:12]2=[O:13])=[CH:9][CH:10]=1)[CH2:2][CH2:3][CH3:4] |f:1.2|. Procedure: 4-Butylphenylacetic acid (5 g) was dissolved in THF (100 ml), followed by cooling the solution down to -60° C., dropwise adding a tetrahydrofuran solution of LDA (10.4 mmol) over 30 minutes, raising the temperature up to 0° C., agitating for 30 minutes, cooling down to -60° C., dropwise adding a mixed solution of (R)-1,2-epoxyoctane (3.4 g) with anhydrous THF (5 ml) over 10 minutes, gradually raising the temperature, agitating at room temperature overnight, pouring the reaction solution in ice w...